From a dataset of the Open Reaction Database (ORD), a public repository of structured organic reaction records. describe an organic reaction: reactants, conditions, products, and yield Product: O=Cc1ccc(Cl)cc1C(F)(F)F. Reaction SMILES: [Al:24].[CH3:18][CH2:19][O:20][C:21](=[O:22])[CH3:23].[CH:14](=[O:15])[OH:16].[Cl:1][c:2]1[cH:3][c:4]([C:10]([F:11])([F:12])[F:13])[c:5]([C:6]#[N:7])[cH:8][cH:9]1.[Ni:25].[OH2:17]>>[Cl:1][c:2]1[cH:3][c:4]([C:10]([F:11])([F:12])[F:13])[c:5]([CH:6]=[O:15])[cH:8][cH:9]1. Reactants: [Al], CCOC(C)=O, O=CO, N#Cc1ccc(Cl)cc1C(F)(F)F, [Ni], O. The reactants are [H-].[Na+] (sodium hydride), Cl (hydrochloric acid), CS(=O)(=O)C1=CC=CC=C1 (methylphenylsulfone), FC=1C=C(C(=O)OC)C=CC1NCCCCCCCCCCCCCCCC (methyl 3-fluoro-4-(hexadecylamino)benzoate). Run in O1CCCC1 (tetrahydrofuran), COCCOC (1,2-dimethoxyethane). Product: FC=1C=C(C=CC1NCCCCCCCCCCCCCCCC)C(CS(=O)(=O)C1=CC=CC=C1)=O (3'-fluoro-4'-(hexadecylamino)-2-(phenylsulfonyl)acetophenone). As a reaction SMILES: [H-].[Na+].[CH3:3][S:4]([C:7]1[CH:12]=[CH:11][CH:10]=[CH:9][CH:8]=1)(=[O:6])=[O:5].[F:13][C:14]1[CH:15]=[C:16]([CH:21]=[CH:22][C:23]=1[NH:24][CH2:25][CH2:26][CH2:27][CH2:28][CH2:29][CH2:30][CH2:31][CH2:32][CH2:33][CH2:34][CH2:35][CH2:36][CH2:37][CH2:38][CH2:39][CH3:40])[C:17](OC)=[O:18].Cl>O1CCCC1.COCCOC>[F:13][C:14]1[CH:15]=[C:16]([C:17](=[O:18])[CH2:3][S:4]([C:7]2[CH:12]=[CH:11][CH:10]=[CH:9][CH:8]=2)(=[O:6])=[O:5])[CH:21]=[CH:22][C:23]=1[NH:24][CH2:25][CH2:26][CH2:27][CH2:28][CH2:29][CH2:30][CH2:31][CH2:32][CH2:33][CH2:34][CH2:35][CH2:36][CH2:37][CH2:38][CH2:39][CH3:40] |f:0.1|. Procedure details: A solution of 864 mg. of sodium hydride and 5.3 g. of methylphenylsulfone in 20 ml. of 1,2-dimethoxyethane is stirred at 60° C. for one hour under an atmosphere of argon. To this solution is then added a solution of 5.0 g. of methyl 3-fluoro-4-(hexadecylamino)benzoate and 50 ml. of tetrahydrofuran and the reaction mixture is stirred at 60° C. for 1.5 hours. The mixture is cooled, poured onto ice, acidified with dilute hydrochloric acid to pH 3 and then extracted with chloroform. The organic laye... The reactants are C(C1=CC=CC=C1)N1CCC=2C(=CN=CC2C1)C#N (7-benzyl-5,6,7,8-tetrahydro-[2,7]-naphthyridine-4-carbonitrile), [OH-].[Na+] (sodium hydroxide), C(C)O (ethanol). The solvent is O (water). Product: COC(=O)C1=CN=CC=2CN(CCC12)CC1=CC=CC=C1 (7-Benzyl-5,6,7,8-tetrahydro-[2,7]naphthyridine-4-carboxylic acid methyl ester). The yield is 77.0%. As a reaction SMILES: [CH2:1]([N:8]1[CH2:17][C:16]2[CH:15]=[N:14][CH:13]=[C:12]([C:18]#N)[C:11]=2[CH2:10][CH2:9]1)[C:2]1[CH:7]=[CH:6][CH:5]=[CH:4][CH:3]=1.[OH-:20].[Na+].[CH2:22]([OH:24])C>O>[CH3:22][O:24][C:18]([C:12]1[C:11]2[CH2:10][CH2:9][N:8]([CH2:1][C:2]3[CH:7]=[CH:6][CH:5]=[CH:4][CH:3]=3)[CH2:17][C:16]=2[CH:15]=[N:14][CH:13]=1)=[O:20] |f:1.2|. Procedure: In a 1 L copper flask was placed 7-benzyl-5,6,7,8-tetrahydro-[2,7]-naphthyridine-4-carbonitrile (44.8 g, 0.18 mol) in ethanol (200 mL). A solution of sodium hydroxide (36 g, 0.9 mol) in water (200 mL) was added and the resulting mixture was refluxed for 8 hr. The reaction mixture was concentrated under reduced pressure. To the residue was added ethanol (150 mL) and toluene (150 mL) and concentrated under reduced pressure. This process was repeated three times. Finally methanol (150 mL) and tolue...